Dataset: the Open Reaction Database (ORD), a public repository of structured organic reaction records. Task: describe an organic reaction: reactants, conditions, products, and yield The reactants are N1(N=CC=C1)CC(=O)O (1H-pyrazol-1-yl acetic acid), NC1=C(C=C(C=C1)Cl)C(=O)C1=CC=CC=C1 ((2-amino-5-chloro-phenyl)-phenyl-methanone). Yields the product ClC=1C=C2C(=C(C(NC2=CC1)=O)N1N=CC=C1)C1=CC=CC=C1 (6-Chloro-4-phenyl-3-pyrazol-1-yl-1H-quinolin-2-one). The yield is 49.0%. As a reaction SMILES: [N:1]1([CH2:6][C:7]([OH:9])=O)[CH:5]=[CH:4][CH:3]=[N:2]1.[NH2:10][C:11]1[CH:16]=[CH:15][C:14]([Cl:17])=[CH:13][C:12]=1[C:18]([C:20]1[CH:25]=[CH:24][CH:23]=[CH:22][CH:21]=1)=O>>[Cl:17][C:14]1[CH:13]=[C:12]2[C:11](=[CH:16][CH:15]=1)[NH:10][C:7](=[O:9])[C:6]([N:1]1[CH:5]=[CH:4][CH:3]=[N:2]1)=[C:18]2[C:20]1[CH:21]=[CH:22][CH:23]=[CH:24][CH:25]=1. Procedure: from 2-(1H-pyrazol-1-yl acetic acid and (2-amino-5-chloro-phenyl)-phenyl-methanone according to general procedure 2. Yield 49%. The reactants are CC1=CC=C(C=C1)C(C(CC(CC(=O)OCC)(C)C)=O)C#N (ethyl 6-(4'methylphenyl)-6-cyano-5-keto-3,3-dimethylhexanoate), C(CCCCC)(=O)[O-] (hexanoate). Yields the product CC1=CC=C(C=C1)C1C(CC(CC1=O)(C)C)=O (2-(4'-methylphenyl)-5,5-dimethyl-1,3-cyclohexanedione). As a reaction SMILES: [CH3:1][C:2]1[CH:7]=[CH:6][C:5]([CH:8](C#N)[C:9](=[O:20])[CH2:10][C:11]([CH3:19])([CH3:18])[CH2:12][C:13]([O:15]CC)=O)=[CH:4][CH:3]=1.C([O-])(=O)CCCCC>>[CH3:1][C:2]1[CH:3]=[CH:4][C:5]([CH:8]2[C:9](=[O:20])[CH2:10][C:11]([CH3:18])([CH3:19])[CH2:12][C:13]2=[O:15])=[CH:6][CH:7]=1. Procedure: This dione was prepared by acid cyclization of ethyl 6-(4'methylphenyl)-6-cyano-5-keto-3,3-dimethylhexanoate. Preparation of the hexanoate is described in Part A and of the dione in Part B. The reactants are COC(=O)C(=O)c1ccc(OCCOc2ccc3ccccc3c2)c(C)c1, CCCCCC, CC(C)=O, CO, [Na+], C1CCOC1, [OH-], O. The product is Cc1cc(C(=O)C(=O)O)ccc1OCCOc1ccc2ccccc2c1. Reaction SMILES: [CH3:1][O:2][C:3]([C:4]([c:5]1[cH:6][c:7]([CH3:25])[c:8]([O:11][CH2:12][CH2:13][O:14][c:15]2[cH:16][c:17]3[cH:18][cH:19][cH:20][cH:21][c:22]3[cH:23][cH:24]2)[cH:9][cH:10]1)=[O:26])=[O:27].[CH3:30][CH2:31][CH2:32][CH2:33][CH2:34][CH3:35].[CH3:36][C:37]([CH3:38])=[O:39].[CH3:40][OH:41].[Na+:29].[O:42]1[CH2:43][CH2:44][CH2:45][CH2:46]1.[OH-:28].[OH2:47]>>[O:2]=[C:3]([C:4]([c:5]1[cH:6][c:7]([CH3:25])[c:8]([O:11][CH2:12][CH2:13][O:14][c:15]2[cH:16][c:17]3[cH:18][cH:19][cH:20][cH:21][c:22]3[cH:23][cH:24]2)[cH:9][cH:10]1)=[O:26])[OH:27].